This data is from the Open Reaction Database (ORD), a public repository of structured organic reaction records. The task is: describe an organic reaction: reactants, conditions, products, and yield The reactants are CCS (Thioethanol), C(CCCCCCCCCCCCCCC)Br (hexadecyl bromide), [OH-].[K+] (KOH). Run in CCO (EtOH), O (H2O). Reaction conditions: time 8 hour. The product is C(CCCCCCCCCCCCCCC)SCCO (2-(Hexadecylthio)ethanol). As a reaction SMILES: [CH3:1][CH2:2][SH:3].[CH2:4](Br)[CH2:5][CH2:6][CH2:7][CH2:8][CH2:9][CH2:10][CH2:11][CH2:12][CH2:13][CH2:14][CH2:15][CH2:16][CH2:17][CH2:18][CH3:19].[OH-:21].[K+]>CCO.O>[CH2:4]([S:3][CH2:2][CH2:1][OH:21])[CH2:5][CH2:6][CH2:7][CH2:8][CH2:9][CH2:10][CH2:11][CH2:12][CH2:13][CH2:14][CH2:15][CH2:16][CH2:17][CH2:18][CH3:19] |f:2.3|. Procedure details: Thioethanol (5.0 g, 64 mmol), hexadecyl bromide (25.0 g, 82 mmol), and KOH (4.5 g, 80 mmol) were combined in 95% EtOH (150 mL). The reaction mixture was stirred at room temperature overnight and then diluted with H2O. The precipitate was collected and recrystallized from MeOH to provide the thioether: 19.0 g, 96%; mp 50° C.; NMR (300 MHz, CDCl3) δ 0.89 (t, 3 H, CH3), 1,30 (m, 26 H, (CH2)13), 1.60 (m, 2 H, CH2CH2S), 2.52 (t, 2 H, SCH2), 2.72 (m, 2 H, CH2S), 3.72 (m, 2 H, CH2OH). Starting materials: C(C1=CC=CC=C1)N1N=C(C(=C1)C(C(F)(F)F)O)C (1-(1-benzyl-3-methyl-1H-pyrazol-4-yl)-2,2,2-trifluoroethanol), C(C1=CC=CC=C1)N1N=C(C(=C1)C(C(F)(F)F)O)C (1-(1-benzyl-3-methyl-1H-pyrazol-4-yl)-2,2,2-trifluoroethanol), ClC(OC1=CC=CC=C1)=S (phenyl chloromethanethioate). The reagents and catalysts are CN(C1=CC=NC=C1)C (4-dimethylaminopyridine). The solvent is C1(=CC=CC=C1)C (toluene). Reaction conditions: temperature 60 celsius, time 1 hour. The product is C(OC(C(F)(F)F)C=1C=NN(C1)CC1=CC=CC=C1)(OC1=CC=CC=C1)=S (O-(1-(1-Benzyl-1H-pyrazol-4-yl)-2,2,2-trifluoroethyl) O-phenyl carbonothioate). The yield is 80.2%. As a reaction SMILES: [CH2:1]([N:8]1[CH:12]=[C:11]([CH:13]([OH:18])[C:14]([F:17])([F:16])[F:15])[C:10](C)=[N:9]1)[C:2]1[CH:7]=[CH:6][CH:5]=[CH:4][CH:3]=1.Cl[C:21](=[S:29])[O:22][C:23]1[CH:28]=[CH:27][CH:26]=[CH:25][CH:24]=1>C1(C)C=CC=CC=1.CN(C)C1C=CN=CC=1>[C:21](=[S:29])([O:22][C:23]1[CH:28]=[CH:27][CH:26]=[CH:25][CH:24]=1)[O:18][CH:13]([C:11]1[CH:10]=[N:9][N:8]([CH2:1][C:2]2[CH:3]=[CH:4][CH:5]=[CH:6][CH:7]=2)[CH:12]=1)[C:14]([F:15])([F:16])[F:17]. Procedure details: To a solution of 1-(1-benzyl-3-methyl-1H-pyrazol-4-yl)-2,2,2-trifluoroethanol (compound 314.3, 1.15 g, 4.26 mmol) in toluene (15 mL) were added 4-dimethylaminopyridine (1.47 g, 12.0 mmol) and phenyl chloromethanethioate (1.04 g, 6.02 mmol). The reaction mixture was stirred for 1 h at 60° C. under nitrogen, then concentrated under reduced pressure. The residue was purified by silica gel chromatography with ethyl acetate/petroleum ether (1/15) as the eluent to yield 1.34 g (77%) of the title compo... The reactants are ClC=1C=C(C=CC1)N1N=C(C=C1C1=CC(=CC=C1)OC)C(=O)O (1-(3-Chlorophenyl)-5-(3-methoxyphenyl)-1H-pyrazole-3-carboxylic acid), ClC=1C=C(C=CC1F)N1N=C(C=C1C1=CC(=CC(=C1)F)Cl)C(=O)N1CNC(C1)=O (1-{[1-(3-Chloro-4-fluorophenyl)-5-(3-chloro-5-fluorophenyl)-1H-pyrazol-3-yl]carbonyl}imidazolidin-4-one). Product: ClC=1C=C(C=CC1)N1N=C(C=C1C1=CC(=CC=C1)OC)C(=O)N1CNC(C1)=O (1-{[1-(3-Chlorophenyl)-5-(3-methoxyphenyl)-1H-pyrazol-3-yl]carbonyl}imidazolidin-4-one). Reaction SMILES: [Cl:1][C:2]1[CH:3]=[C:4]([N:8]2[C:12]([C:13]3[CH:18]=[CH:17][CH:16]=[C:15]([O:19][CH3:20])[CH:14]=3)=[CH:11][C:10]([C:21]([OH:23])=O)=[N:9]2)[CH:5]=[CH:6][CH:7]=1.ClC1C=C(N2C(C3C=C(F)C=C(Cl)C=3)=CC(C([N:47]3[CH2:51][C:50](=[O:52])[NH:49][CH2:48]3)=O)=N2)C=CC=1F>>[Cl:1][C:2]1[CH:3]=[C:4]([N:8]2[C:12]([C:13]3[CH:18]=[CH:17][CH:16]=[C:15]([O:19][CH3:20])[CH:14]=3)=[CH:11][C:10]([C:21]([N:47]3[CH2:51][C:50](=[O:52])[NH:49][CH2:48]3)=[O:23])=[N:9]2)[CH:5]=[CH:6][CH:7]=1. Reported procedure: The preparation of the title compound takes place starting from the compound of Example 81A in analogy to the synthesis of the compound of Example 1. 31 mg (84% of theory) of the title compound are obtained. Reactants: C(C)(=O)N1C(CC2=CC(=CC=C12)C(C)=O)=O (1,5-diacetyl-2-indolinone), C(C1=CC=2OCOC2C=C1)(=O)O (piperonylic acid). Yields the product C(C)(=O)N1C(C(C2=CC(=CC=C12)C(C)=O)=C(O)C1=CC2=C(OCO2)C=C1)=O (1,5-diacetyl-3-[(benzo[1,3]dioxol-5-yl)-hydroxy-methylidene]-2-indolinone). As a reaction SMILES: [C:1]([N:4]1[C:12]2[C:7](=[CH:8][C:9]([C:13](=[O:15])[CH3:14])=[CH:10][CH:11]=2)[CH2:6][C:5]1=[O:16])(=[O:3])[CH3:2].[C:17](O)(=[O:27])[C:18]1[CH:26]=[CH:25][C:24]2[O:23][CH2:22][O:21][C:20]=2[CH:19]=1>>[C:1]([N:4]1[C:12]2[C:7](=[CH:8][C:9]([C:13](=[O:15])[CH3:14])=[CH:10][CH:11]=2)[C:6](=[C:17]([C:18]2[CH:26]=[CH:25][C:24]3[O:23][CH2:22][O:21][C:20]=3[CH:19]=2)[OH:27])[C:5]1=[O:16])(=[O:3])[CH3:2]. Reported procedure: Prepared from 1,5-diacetyl-2-indolinone and piperonylic acid (benzo[1,3]dioxole-5-carboxylic acid) The reactants are O1C(CCCC1)OCC(COC1OCCCC1)=O (1,3 bis-[(tetrahydro-2H-pyran-2-yl)oxy]-2-propanone), [OH-].[NH4+] (ammonium hydroxide), [Cl-].[NH4+] (ammonium chloride), [C-]#N.[Na+] (sodium cyanide). Conditions: time 40 minute. Product: NC(C#N)(COC1OCCCC1)COC1OCCCC1 (2-amino-3-[(tetrahydro-2H-pyran-2-yl)-oxy]-2-[((tetrahydro-2H-pyran-2-yl)-oxy)-methyl]-propanenitrile). As a reaction SMILES: [O:1]1[CH2:6][CH2:5][CH2:4][CH2:3][CH:2]1[O:7][CH2:8][C:9](=O)[CH2:10][O:11][CH:12]1[CH2:17][CH2:16][CH2:15][CH2:14][O:13]1.[OH-].[NH4+:20].[Cl-].[NH4+:22].[C-:23]#N.[Na+]>>[NH2:20][C:9]([CH2:8][O:7][CH:2]1[CH2:3][CH2:4][CH2:5][CH2:6][O:1]1)([CH2:10][O:11][CH:12]1[CH2:17][CH2:16][CH2:15][CH2:14][O:13]1)[C:23]#[N:22] |f:1.2,3.4,5.6|. Reported procedure: 5.6 g of the product of Stage 1 were introduced into 8 ml of ammonium hydroxide and the mixture was brought to about -5° C. 1.58 g of ammonium chloride and 1.23 g of sodium cyanide were added successively and the mixture was allowed to return to ambient temperature for about 40 minutes, then heated to 40° C.±5° C. with stirring overnight. The reaction medium was returned to ambient temperature and extraction was carried out 3 times with chloroform. The organic phase was washed with salt water an... Reactants: CS(=O)(=O)O[C@H](C)C1=NC=CC=C1 ((1R)-1-Pyridin-2-ylethyl methanesulfonate), C(C)(C)N(C(C)C)CC (N,N-diisopropylethylamine), N1(CCNCC1)C(=O)OC(C)(C)C (tert-butyl piperazine-1-carboxylate). The solvent is O (water), CS(=O)C (dimethyl sulfoxide). Conditions: temperature 80 celsius. Product: N1=C(C=CC=C1)[C@H](C)N1CCN(CC1)C(=O)OC(C)(C)C (Tert-butyl 4-[(1S)-1-pyridin-2-ylethyl]piperazine-1-carboxylate). Isolated yield 75.0%. RXN SMILES: CS(O[C@@H:6]([C:8]1[CH:13]=[CH:12][CH:11]=[CH:10][N:9]=1)[CH3:7])(=O)=O.C(N(CC)C(C)C)(C)C.[N:23]1([C:29]([O:31][C:32]([CH3:35])([CH3:34])[CH3:33])=[O:30])[CH2:28][CH2:27][NH:26][CH2:25][CH2:24]1>CS(C)=O.O>[N:9]1[CH:10]=[CH:11][CH:12]=[CH:13][C:8]=1[C@@H:6]([N:26]1[CH2:25][CH2:24][N:23]([C:29]([O:31][C:32]([CH3:35])([CH3:34])[CH3:33])=[O:30])[CH2:28][CH2:27]1)[CH3:7]. Procedure: To a stirred solution of 0.35 g (1.7 mmol) of the title compound from Step A above in 3.5 mL of anhydrous dimethyl sulfoxide was added 0.60 mL (3.5 mmol) of N,N-diisopropylethylamine followed by 0.49 g (2.6 mmol) of tert-butyl piperazine-1-carboxylate. The resulting mixture was heated to 80° C. for 3 h then cooled to ambient temperature. The reaction was diluted with water and the aqueous phase was extracted with ethyl acetate. The combined organic layers were washed with brine, dried over magne... Starting materials: [Br-], C#C[Mg+], COc1ccc(-c2nn3ccc(Cl)cc3c2C=O)cc1, C1CCOC1. The product is C#CC(O)c1c(-c2ccc(OC)cc2)nn2ccc(Cl)cc12. As a reaction SMILES: [Br-:21].[C:22](#[CH:23])[Mg+:24].[Cl:1][c:2]1[cH:3][c:4]2[n:5]([cH:6][cH:7]1)[n:8][c:9](-[c:13]1[cH:14][cH:15][c:16]([O:19][CH3:20])[cH:17][cH:18]1)[c:10]2[CH:11]=[O:12].[O:25]1[CH2:26][CH2:27][CH2:28][CH2:29]1>>[Cl:1][c:2]1[cH:3][c:4]2[n:5]([cH:6][cH:7]1)[n:8][c:9](-[c:13]1[cH:14][cH:15][c:16]([O:19][CH3:20])[cH:17][cH:18]1)[c:10]2[CH:11]([OH:12])[C:22]#[CH:23]. Reactants: C(C)OC(C1=CC=C(C=C1)N(C=1C=C(C2=C(C(CO2)(C)C)C1)C)CC)=O (4-[Ethyl-(3,3,7-trimethyl-2,3-dihydro-benzofuran-5-yl)-amino]-benzoic acid ethyl ester), C(C)OC(C1=CC=C(C=C1)N(C=1C=C(C2=C(C(CO2)(C)C)C1)C)CC)=O (4-[Ethyl-(3,3,7-trimethyl-2,3-dihydro-benzofuran-5-yl)-amino]-benzoic acid ethyl ester), [OH-].[K+] (potassium hydroxide). Solvent: C(C)O (ethanol). Product: C(C)N(C1=CC=C(C(=O)O)C=C1)C=1C=C(C2=C(C(CO2)(C)C)C1)C (4-[Ethyl-(3,3,7-trimethyl-2,3-dihydro-benzofuran-5-yl)-amino]-benzoic acid). Isolated yield 7.5%. RXN SMILES: C([O:3][C:4](=[O:26])[C:5]1[CH:10]=[CH:9][C:8]([N:11]([CH2:24][CH3:25])[C:12]2[CH:13]=[C:14]([CH3:23])[C:15]3[O:19][CH2:18][C:17]([CH3:21])([CH3:20])[C:16]=3[CH:22]=2)=[CH:7][CH:6]=1)C.[OH-].[K+]>C(O)C>[CH2:24]([N:11]([C:12]1[CH:13]=[C:14]([CH3:23])[C:15]2[O:19][CH2:18][C:17]([CH3:20])([CH3:21])[C:16]=2[CH:22]=1)[C:8]1[CH:7]=[CH:6][C:5]([C:4]([OH:26])=[O:3])=[CH:10][CH:9]=1)[CH3:25] |f:1.2|. Procedure: Following general procedure G and using 4-[ethyl-(3,3,7-trimethyl-2,3-dihydro-benzofuran-5-yl)-amino]-benzoic acid ethyl ester (Compound 20, 0.013 g, 0.37 mmol) and 1 mL (4 mmol) of 4M potassium hydroxide solution in 1.1 mL of ethanol, the title compound (0.009 g, 75%) was obtained as a solid. 1H NMR (300 MHz, CDCl3): δ 7.86 (d, 2H, J=9.0 Hz), 6.77 (s, 1H), 6.75 (s, 1H), 6.57 (d, 2H, J=9.0 Hz), 4.29 (s, 2H), 3.72 (q, 2H, J=7.1 Hz), 2.21 (s, 3H), 1.33 (s, 6H), 1.25 (t, 3H, J=7.1 Hz).